describe an organic reaction: reactants, conditions, products, and yield From a dataset of the Open Reaction Database (ORD), a public repository of structured organic reaction records. Reactants: ClC1=NC2=CC(=CC(=C2C(=C1C)Cl)F)F (2,4-dichloro-5,7-difluoro-3-methylquinoline), C([O-])([O-])=O.[Cs+].[Cs+] (cesium carbonate), CC1(C2=CC=CC(=C2OC=2C(=CC=CC12)P(C1=CC=CC=C1)C1=CC=CC=C1)P(C1=CC=CC=C1)C1=CC=CC=C1)C ((9,9-dimethyl-9H-xanthene-4,5-diyl)bis(diphenylphosphine)), CC1(CC(NC1)=O)C (4,4-dimethylpyrrolidin-2-one). The reagents and catalysts are C=1C=CC(=CC1)/C=C/C(=O)/C=C/C2=CC=CC=C2.C=1C=CC(=CC1)/C=C/C(=O)/C=C/C2=CC=CC=C2.C=1C=CC(=CC1)/C=C/C(=O)/C=C/C2=CC=CC=C2.[Pd].[Pd] (Pd2(dba)3). Run in O1CCOCC1 (1,4-dioxane), CCOC(=O)C (EtOAc). Run at temperature 100 celsius. Product: ClC1=C(C(=NC2=CC(=CC(=C12)F)F)N1C(CC(C1)(C)C)=O)C (1-(4-chloro-5,7-difluoro-3-methylquinolin-2-yl)-4,4-dimethylpyrrolidin-2-one). As a reaction SMILES: Cl[C:2]1[C:11]([CH3:12])=[C:10]([Cl:13])[C:9]2[C:4](=[CH:5][C:6]([F:15])=[CH:7][C:8]=2[F:14])[N:3]=1.CC1(C)C2C=CC=C(P(C3C=CC=CC=3)C3C=CC=CC=3)C=2OC2C1=CC=CC=2P(C1C=CC=CC=1)C1C=CC=CC=1.[CH3:58][C:59]1([CH3:65])[CH2:63][NH:62][C:61](=[O:64])[CH2:60]1.C(=O)([O-])[O-].[Cs+].[Cs+]>O1CCOCC1.CCOC(C)=O.C1C=CC(/C=C/C(/C=C/C2C=CC=CC=2)=O)=CC=1.C1C=CC(/C=C/C(/C=C/C2C=CC=CC=2)=O)=CC=1.C1C=CC(/C=C/C(/C=C/C2C=CC=CC=2)=O)=CC=1.[Pd].[Pd]>[Cl:13][C:10]1[C:9]2[C:4](=[CH:5][C:6]([F:15])=[CH:7][C:8]=2[F:14])[N:3]=[C:2]([N:62]2[CH2:63][C:59]([CH3:65])([CH3:58])[CH2:60][C:61]2=[O:64])[C:11]=1[CH3:12] |f:3.4.5,8.9.10.11.12|. Procedure: The 2,4-dichloro-5,7-difluoro-3-methylquinoline (1.50 g, 6.20 mmol), (9,9-dimethyl-9H-xanthene-4,5-diyl)bis(diphenylphosphine) (XantPhos) (540 mg, 0.93 mmol), 4,4-dimethylpyrrolidin-2-one (700 mg, 6.20 mmol), cesium carbonate (2.80 g, 8.70 mmol) and Pd2(dba)3 (280 mg, 0.31 mmol) were slurried in 21 mL of dry 1,4-dioxane along with 1.0 g of activated 3 A molecular sieves. The reaction was heated in an oil bath at 100° C. for 1 h. The reaction was then cooled to rt, diluted with EtOAc and filtered... The reactants are CC1CNC(=O)C(C)N(C(=O)OCc2ccccc2)C1, CCO. The product is CC1CNC(=O)C(C)NC1. As a reaction SMILES: [CH3:1][CH:2]1[N:3]([C:11]([O:12][CH2:13][c:14]2[cH:15][cH:16][cH:17][cH:18][cH:19]2)=[O:20])[CH2:4][CH:5]([CH3:10])[CH2:6][NH:7][C:8]1=[O:9].[CH3:21][CH2:22][OH:23]>>[CH3:1][CH:2]1[NH:3][CH2:4][CH:5]([CH3:10])[CH2:6][NH:7][C:8]1=[O:9]. The reactants are COc1cc(OC)nc(Oc2cccc3c2C(=O)OC3O)n1, O, O=P(Cl)(Cl)Cl. The product is COc1cc(OC)nc(Oc2cccc3c2C(=O)OC3Cl)n1. Reaction SMILES: [CH3:1][O:2][c:3]1[n:4][c:5]([O:11][c:12]2[cH:13][cH:14][cH:15][c:16]3[c:21]2[C:19](=[O:20])[O:18][CH:17]3[OH:22])[n:6][c:7]([O:9][CH3:10])[cH:8]1.[OH2:28].[P:23]([Cl:24])([Cl:25])([Cl:26])=[O:27]>>[CH3:1][O:2][c:3]1[n:4][c:5]([O:11][c:12]2[cH:13][cH:14][cH:15][c:16]3[c:21]2[C:19](=[O:20])[O:18][CH:17]3[Cl:25])[n:6][c:7]([O:9][CH3:10])[cH:8]1. The reactants are COC1=CC(=C(N)C=C1)[N+](=O)[O-] (4-methoxy-2-nitroaniline), BrBr (bromine), C([O-])(O)=O.[Na+] (sodium bicarbonate), ice water. Solvent: ClCCl (dichloromethane). Reaction conditions: time 30 minute. Product: BrC1=C(N)C(=CC(=C1)OC)[N+](=O)[O-] (2-bromo-4-methoxy-6-nitroaniline). Reaction SMILES: [CH3:1][O:2][C:3]1[CH:9]=[CH:8][C:6]([NH2:7])=[C:5]([N+:10]([O-:12])=[O:11])[CH:4]=1.[Br:13]Br.C(=O)(O)[O-].[Na+]>ClCCl>[Br:13][C:8]1[CH:9]=[C:3]([O:2][CH3:1])[CH:4]=[C:5]([N+:10]([O-:12])=[O:11])[C:6]=1[NH2:7] |f:2.3|. Reported procedure: To a solution of 4-methoxy-2-nitroaniline (35 g) in dichloromethane (350 mL) was subsequently added dropwise bromine (12.9 mL) at −20° C. After stirring for 30 minutes at the same temperature, this was poured into ice water, adjusted to pH 7 to 8 with saturated sodium bicarbonate aqueous solution and then extracted with dichloromethane. The organic layer was washed with brine and dried over anhydrous sodium sulfate, and then the solvent was evaporated under a reduced pressure. The resulting resi... The reactants are CC1(OC(=O)CC(=O)O1)C (Meldrum's acid), Intermediate 8.4, ClC1=C(C=CC=C1Cl)CC(CC(=O)OC)=O (Methyl 4-(2,3-dichlorophenyl)-3-oxobutyrate), N1=CC=CC=C1 (pyridine), acyl chloride. The product is ClC1=C(C=CC(=C1Cl)OC)CC(CC(=O)OC)=O (Methyl 4-(2,3-dichloro-4-methoxyphenyl)-3-oxobutyrate). Reaction SMILES: C[C:2]1(C)OC(=O)CC(=O)[O:3]1.N1C=CC=CC=1.[Cl:17][C:18]1[C:23]([Cl:24])=[CH:22][CH:21]=[CH:20][C:19]=1[CH2:25][C:26](=[O:32])[CH2:27][C:28]([O:30][CH3:31])=[O:29]>>[Cl:17][C:18]1[C:23]([Cl:24])=[C:22]([O:3][CH3:2])[CH:21]=[CH:20][C:19]=1[CH2:25][C:26](=[O:32])[CH2:27][C:28]([O:30][CH3:31])=[O:29]. Reported procedure: 24.1 g (0.17 mol) of Meldrum's acid, 30.4 g (0.38 mol) of pyridine and the acyl chloride described under Intermediate 8.4 were reacted by the method of Intermediate 1. Yield: quantitative; Starting materials: C1(=CC=CC=C1)COC(NC1=CC(=CC(=C1)OCCCOC1=CC=CC=C1)OCCCCCCCCCCCCCCCCCC)=O (3-(octadecyloxy)-5-(3-phenoxypropoxy)phenylcarbamic acid phenylmethyl ester). The reagents and catalysts are [Pd] (palladium on carbon). Run in C1CCOC1 (THF), C(C)(=O)OCC (ethyl acetate). Run at time 17 hour. Product: C(CCCCCCCCCCCCCCCCC)OC=1C=C(C=C(C1)OCCCOC1=CC=CC=C1)N (3-(octadecyloxy)-5-(3-phenoxypropoxy)benzenamine). Yield: 92.6%. As a reaction SMILES: C1(COC(=O)[NH:10][C:11]2[CH:16]=[C:15]([O:17][CH2:18][CH2:19][CH2:20][O:21][C:22]3[CH:27]=[CH:26][CH:25]=[CH:24][CH:23]=3)[CH:14]=[C:13]([O:28][CH2:29][CH2:30][CH2:31][CH2:32][CH2:33][CH2:34][CH2:35][CH2:36][CH2:37][CH2:38][CH2:39][CH2:40][CH2:41][CH2:42][CH2:43][CH2:44][CH2:45][CH3:46])[CH:12]=2)C=CC=CC=1>[Pd].C1COCC1.C(OCC)(=O)C>[CH2:29]([O:28][C:13]1[CH:12]=[C:11]([NH2:10])[CH:16]=[C:15]([O:17][CH2:18][CH2:19][CH2:20][O:21][C:22]2[CH:23]=[CH:24][CH:25]=[CH:26][CH:27]=2)[CH:14]=1)[CH2:30][CH2:31][CH2:32][CH2:33][CH2:34][CH2:35][CH2:36][CH2:37][CH2:38][CH2:39][CH2:40][CH2:41][CH2:42][CH2:43][CH2:44][CH2:45][CH3:46]. Reported procedure: A mixture of 10.9 g of 3-(octadecyloxy)-5-(3-phenoxypropoxy)phenylcarbamic acid phenylmethyl ester and 1.2 g of 10% palladium on carbon in 200 ml of THF and 50 ml of ethyl acetate was stirred under a hydrogen atmosphere at room temperature for 17 hours. The catalyst was removed by filtration and the filtrate was concentrated to a solid which was recrystallized from ethyl acetate-hexane to give 8.0 g (92% yield, mp 74°-76°) of 3-(octadecyloxy)-5-(3-phenoxypropoxy)benzenamine. The structure was co... Starting materials: BrCc1ccccc1, OC1(c2ccc(Cl)c(C(F)(F)F)c2)CCNCC1, [K+], [K+], O=C([O-])[O-], CN(C)C=O, O. Product: OC1(c2ccc(Cl)c(C(F)(F)F)c2)CCN(Cc2ccccc2)CC1. As a reaction SMILES: [Br:25][CH2:26][c:27]1[cH:28][cH:29][cH:30][cH:31][cH:32]1.[Cl:1][c:2]1[c:3]([C:15]([F:16])([F:17])[F:18])[cH:4][c:5]([C:8]2([OH:14])[CH2:9][CH2:10][NH:11][CH2:12][CH2:13]2)[cH:6][cH:7]1.[K+:19].[K+:20].[O-:21][C:22]([O-:23])=[O:24].[O:34]=[CH:35][N:36]([CH3:37])[CH3:38].[OH2:33]>>[Cl:1][c:2]1[c:3]([C:15]([F:16])([F:17])[F:18])[cH:4][c:5]([C:8]2([OH:14])[CH2:9][CH2:10][N:11]([CH2:26][c:27]3[cH:28][cH:29][cH:30][cH:31][cH:32]3)[CH2:12][CH2:13]2)[cH:6][cH:7]1. Reactants: C1CCOC1, Cc1cc(C)on1, O=Cc1cccc(Cl)c1. The product is Cc1cc(CC(O)c2cccc(Cl)c2)on1. RXN SMILES: [CH2:17]1[O:18][CH2:19][CH2:20][CH2:21]1.[CH3:1][c:2]1[n:3][o:4][c:5]([CH3:7])[cH:6]1.[Cl:8][c:9]1[cH:10][c:11]([CH:12]=[O:13])[cH:14][cH:15][cH:16]1>>[CH3:1][c:2]1[n:3][o:4][c:5]([CH2:7][CH:12]([c:11]2[cH:10][c:9]([Cl:8])[cH:16][cH:15][cH:14]2)[OH:13])[cH:6]1. Starting materials: CO, COC(=O)C1N=C(c2ccccc2)c2cc(Cl)ccc2NC1=O, N. The product is NC(=O)C1N=C(c2ccccc2)c2cc(Cl)ccc2NC1=O. As a reaction SMILES: [CH3:25][OH:26].[Cl:1][c:2]1[cH:3][cH:4][c:5]2[c:6]([cH:23]1)[C:7]([c:17]1[cH:18][cH:19][cH:20][cH:21][cH:22]1)=[N:8][CH:9]([C:13]([O:15][CH3:14])=[O:16])[C:10](=[O:12])[NH:11]2.[NH3:24]>>[Cl:1][c:2]1[cH:3][cH:4][c:5]2[c:6]([cH:23]1)[C:7]([c:17]1[cH:18][cH:19][cH:20][cH:21][cH:22]1)=[N:8][CH:9]([C:13](=[O:15])[NH2:24])[C:10](=[O:12])[NH:11]2.